This data is from the Open Reaction Database (ORD), a public repository of structured organic reaction records. The task is: describe an organic reaction: reactants, conditions, products, and yield The reactants are compound [ 4-6 ], COC=1C=C(CCl)C=CC1 (3-methoxybenzyl chloride), C(C1=CC=CC=C1)N1C=CC2=CC=C(C=C12)CC(=O)O (2-(1-benzyl-1H-indole-6-yl)acetic acid). The product is COC=1C=C(CN2C=CC3=CC=C(C=C23)CC(=O)O)C=CC1 (2-[1-(3-methoxybenzyl)-1H-indole-6-yl]acetic acid), C(C1=CC=CC=C1)N1C=CC2=CC=C(C=C12)CC(=O)O (2-(1-benzyl-1H-indole-6-yl)acetic acid). Reaction SMILES: [CH3:1][O:2][C:3]1[CH:4]=[C:5]([CH:8]=[CH:9][CH:10]=1)[CH2:6]Cl.[CH2:11]([N:18]1[C:26]2[C:21](=[CH:22][CH:23]=[C:24]([CH2:27][C:28]([OH:30])=[O:29])[CH:25]=2)[CH:20]=[CH:19]1)[C:12]1[CH:17]=[CH:16][CH:15]=[CH:14][CH:13]=1>>[CH3:1][O:2][C:3]1[CH:4]=[C:5]([CH:8]=[CH:9][CH:10]=1)[CH2:6][N:18]1[C:26]2[C:21](=[CH:22][CH:23]=[C:24]([CH2:27][C:28]([OH:30])=[O:29])[CH:25]=2)[CH:20]=[CH:19]1.[CH2:11]([N:18]1[C:26]2[C:21](=[CH:22][CH:23]=[C:24]([CH2:27][C:28]([OH:30])=[O:29])[CH:25]=2)[CH:20]=[CH:19]1)[C:12]1[CH:13]=[CH:14][CH:15]=[CH:16][CH:17]=1. Reported procedure: The titled compound (55 mg) as a white solid was prepared from the compound [4-6] obtained in the process (6) of Example 4 (100 mg) and 3-methoxybenzyl chloride according to the method of the process (7) of Example 4. Starting materials: CC(=O)OC(CCCC1CCN(Cc2ccccc2)CC1)c1noc(-c2ccc([N+](=O)[O-])cc2)n1, CO, [Na+], [OH-], O. The product is O=[N+]([O-])c1ccc(-c2nc(C(O)CCCC3CCN(Cc4ccccc4)CC3)no2)cc1. Reaction SMILES: [C:1](=[O:2])([CH3:3])[O:4][CH:5]([CH2:6][CH2:7][CH2:8][CH:9]1[CH2:10][CH2:11][N:12]([CH2:15][c:16]2[cH:17][cH:18][cH:19][cH:20][cH:21]2)[CH2:13][CH2:14]1)[c:22]1[n:23][o:24][c:25](-[c:27]2[cH:28][cH:29][c:30]([N+:33](=[O:34])[O-:35])[cH:31][cH:32]2)[n:26]1.[CH3:39][OH:40].[Na+:37].[OH-:36].[OH2:38]>>[OH:4][CH:5]([CH2:6][CH2:7][CH2:8][CH:9]1[CH2:10][CH2:11][N:12]([CH2:15][c:16]2[cH:17][cH:18][cH:19][cH:20][cH:21]2)[CH2:13][CH2:14]1)[c:22]1[n:23][o:24][c:25](-[c:27]2[cH:28][cH:29][c:30]([N+:33](=[O:34])[O-:35])[cH:31][cH:32]2)[n:26]1. Starting materials: CC(=O)Nc1ccc(O)c(C(=O)CCC(=O)O)c1, CO, ClC(Cl)Cl, Cl. The product is COC(=O)CCC(=O)c1cc(NC(C)=O)ccc1O. Reaction SMILES: [C:2]([CH3:3])(=[O:4])[NH:5][c:6]1[cH:7][cH:8][c:9]([OH:19])[c:10]([C:11](=[O:12])[CH2:13][CH2:14][C:15](=[O:16])[OH:17])[cH:18]1.[CH3:24][OH:25].[CH:20]([Cl:21])([Cl:22])[Cl:23].[ClH:1]>>[C:2]([CH3:3])(=[O:4])[NH:5][c:6]1[cH:7][cH:8][c:9]([OH:19])[c:10]([C:11](=[O:12])[CH2:13][CH2:14][C:15](=[O:16])[O:17][CH3:20])[cH:18]1. Procedure: This compound was prepared from the product of Example 35, Step D and the product of Example 43, Step C by a procedure similar to that described in Example 25, Step E. ##STR87## Reaction SMILES: [ClH:1].Cl.[NH2:3][C@@H:4]1[CH2:8][CH2:7][N:6]([CH:9]2[CH2:14][CH2:13][C:12]([C:16]3[CH:21]=[CH:20][C:19]([F:22])=[CH:18][CH:17]=3)([OH:15])[CH2:11][CH2:10]2)[CH2:5]1.[N+](C1C=CC([O:32][C:33]([N:35]2[CH:39]([C:40]3[CH:45]=[CH:44][C:43]([F:46])=[C:42]([F:47])[CH:41]=3)[CH:38]([CH:48]3[CH2:50][CH2:49]3)[O:37][C:36]2=[O:51])=O)=CC=1)([O-])=O>>[ClH:1].[F:22][C:19]1[CH:18]=[CH:17][C:16]([C:12]2([OH:15])[CH2:11][CH2:10][CH:9]([N:6]3[CH2:7][CH2:8][C@@H:4]([NH:3][C:33]([N:35]4[C@@H:39]([C:40]5[CH:45]=[CH:44][C:43]([F:46])=[C:42]([F:47])[CH:41]=5)[C@H:38]([CH:48]5[CH2:50][CH2:49]5)[O:37][C:36]4=[O:51])=[O:32])[CH2:5]3)[CH2:14][CH2:13]2)=[CH:21][CH:20]=1 |f:0.1.2,4.5|. Product: Cl.FC1=CC=C(C=C1)C1(CCC(CC1)N1C[C@@H](CC1)NC(=O)N1C(O[C@H]([C@@H]1C1=CC(=C(C=C1)F)F)C1CC1)=O)O ((4S,5S)-5-Cyclopropyl-4-(3,4-difluorophenyl)-2-oxo-oxazolidine-3-carboxylic acid{1-[4-(4-fluorophenyl)-4-hydroxy-cyclohexyl]-(3R)-pyrrolidin-3-yl}amide hydrochloride). The reactants are Cl.Cl.N[C@H]1CN(CC1)C1CCC(CC1)(O)C1=CC=C(C=C1)F (4-((3R)-3-aminopyrrolidin-1-yl)-1-(4-fluorophenyl) cyclohexanol dihydrochloride), [N+](=O)([O-])C1=CC=C(C=C1)OC(=O)N1C(OC(C1C1=CC(=C(C=C1)F)F)C1CC1)=O (4-(3,4-Difluorophenyl)-5-cyclopropyl-2-oxo-oxazolidine-3-carboxylic acid-4-nitro-phenyl ester). Reactants: [Li]CCCC, COc1ccc(C(F)(F)F)cn1, C[Si](C)(C)Cl, CC(C)NC(C)C, C1CCOC1. Yields the product COc1ncc(C(F)(F)F)cc1[Si](C)(C)C. Reaction SMILES: [CH2:1]([Li:2])[CH2:3][CH2:4][CH3:5].[CH3:13][O:14][c:15]1[n:16][cH:17][c:18]([C:21]([F:22])([F:23])[F:24])[cH:19][cH:20]1.[CH3:25][Si:26]([CH3:27])([CH3:28])[Cl:29].[CH:6]([NH:7][CH:8]([CH3:9])[CH3:10])([CH3:11])[CH3:12].[O:30]1[CH2:31][CH2:32][CH2:33][CH2:34]1>>[CH3:13][O:14][c:15]1[n:16][cH:17][c:18]([C:21]([F:22])([F:23])[F:24])[cH:19][c:20]1[Si:26]([CH3:25])([CH3:27])[CH3:28]. The product is OC[C@@H](C1=C(C=C(C=C1)O)OC)NC(=O)[C@@H]1[C@H](C1)C=1SC=CC1 ((1S,2S)-2-Thiophen-2-yl-cyclopropanecarboxylic acid [(R)-2-hydroxy-1-[4-hydroxy-2-methoxy-phenyl)-ethyl]-amide). Run in C1CCOC1 (THF). Reactants: C(C)(C)(C)[Si](OC1=CC(=C(C=C1)[C@H](CO)NC(=O)[C@@H]1[C@H](C1)C=1SC=CC1)OC)(C)C ((1S,2S)-2-Thiophen-2-yl-cyclopropanecarboxylic acid {(R)-1-[4-(tert-butyl-dimethyl-silanyloxy)-2-methoxy-phenyl]-2-hydroxy-ethyl}-amide), CCCC[N+](CCCC)(CCCC)CCCC.[F-] (TBAF). Reported procedure: To the (1S,2S)-2-Thiophen-2-yl-cyclopropanecarboxylic acid {(R)-1-[4-(tert-butyl-dimethyl-silanyloxy)-2-methoxy-phenyl]-2-hydroxy-ethyl}-amide (393.4 mg, 0.88 mmol) dissolved in 20 ml THF at 0° C., was added 1.32 ml TBAF (1.0 M solution, 1.32 mmol). The ice bath was remove and stirred for 2 hr at rt. It was diluted with ether and quenched with aq. NH4Cl. The organic layer was washed with water and brine, and then dried over MgSO4. It was concentrated and purified on flash column (6% MeOH in DCM)... As a reaction SMILES: C([Si](C)(C)[O:6][C:7]1[CH:12]=[CH:11][C:10]([C@@H:13]([NH:16][C:17]([C@H:19]2[CH2:21][C@@H:20]2[C:22]2[S:23][CH:24]=[CH:25][CH:26]=2)=[O:18])[CH2:14][OH:15])=[C:9]([O:27][CH3:28])[CH:8]=1)(C)(C)C.CCCC[N+](CCCC)(CCCC)CCCC.[F-]>C1COCC1>[OH:15][CH2:14][C@H:13]([NH:16][C:17]([C@H:19]1[CH2:21][C@@H:20]1[C:22]1[S:23][CH:24]=[CH:25][CH:26]=1)=[O:18])[C:10]1[CH:11]=[CH:12][C:7]([OH:6])=[CH:8][C:9]=1[O:27][CH3:28] |f:1.2|. Run at time 2 hour. Starting materials: FC=1C=C(C=CC1F)NCC(=O)O (3,4-difluorophenylglycine), CO (methanol), Cl (hydrochloric acid). Run at temperature 5 celsius, time 30 minute. The product is COC(CNC1=CC(=C(C=C1)F)F)=O (rac 3,4-Difluorophenylglycine methyl ester). The yield is 99.0%. Reaction SMILES: [F:1][C:2]1[CH:3]=[C:4]([NH:9][CH2:10][C:11]([OH:13])=[O:12])[CH:5]=[CH:6][C:7]=1[F:8].Cl.[CH3:15]O>>[CH3:15][O:12][C:11](=[O:13])[CH2:10][NH:9][C:4]1[CH:5]=[CH:6][C:7]([F:8])=[C:2]([F:1])[CH:3]=1. Reported procedure: Through a suspension of 3,4-difluorophenylglycine (2.00 g, 10.7 mmol) in methanol (100 mL) was passed gaseous hydrochloric acid for 40 min while cooling with an ice-bath to keep ambient temperature. The resulting solution was stirred for 1 h at 5° C. and for 30 min at ambient temperature. Nitrogene was passed through the reaction mixture for 120 min. Concentration afforded the title compound (2.52 g, 99%) as a white solid. MS m/e: 202.2 [M−HCl+H]+). Starting materials: BrC=1C=NC(=NC1)N (5-bromopyrimidin-2-amine), CC(C)O (i-PrOH), C(C)(=O)OCC (ethyl acetate). Solvent: petroleum ether, CN(C)C=O (DMF). Conditions: temperature 100 celsius, time 20 hour. Yields the product BrC=1C=NC=2N(C1)C(=C(N2)C)C (6-bromo-2,3-dimethylimidazo[1,2-a]pyrimidine). As a reaction SMILES: [Br:1][C:2]1[CH:3]=[N:4][C:5]([NH2:8])=[N:6][CH:7]=1.C(O[CH2:13][CH3:14])(=O)C.[CH3:15][CH:16](O)C>CN(C=O)C>[Br:1][C:2]1[CH:3]=[N:4][C:5]2[N:6]([C:13]([CH3:14])=[C:15]([CH3:16])[N:8]=2)[CH:7]=1. Procedure details: To a solution of 5-bromopyrimidin-2-amine (400 g, 2.2 mol) in i-PrOH (2 L) and DMF (500 mL) was added compound B-9-2 (400 g, 2.6 mol), the resulting mixture was stirred at 100° C. for 20 hrs. TLC (petroleum ether:ethyl acetate=1:1) showed the reaction was complete, the reaction mixture was quenched by addition of aqueous Na2CO3 and filtered. The filtrate was concentrated in vacuo and the residue was purified by column chromatography (petroleum ether:ethyl acetate=1:1) to afford compound B-9-4 (1...